describe an organic reaction: reactants, conditions, products, and yield From a dataset of the Open Reaction Database (ORD), a public repository of structured organic reaction records. Starting materials: B, C1CCOC1, O=C(O)C1Cc2ccc(C(F)(F)F)cc2C1, O. Product: OCC1Cc2ccc(C(F)(F)F)cc2C1. RXN SMILES: [BH3:17].[CH2:19]1[O:20][CH2:21][CH2:22][CH2:23]1.[F:1][C:2]([c:3]1[cH:4][c:5]2[c:9]([cH:10][cH:11]1)[CH2:8][CH:7]([C:12](=[O:13])[OH:14])[CH2:6]2)([F:15])[F:16].[OH2:18]>>[F:1][C:2]([c:3]1[cH:4][c:5]2[c:9]([cH:10][cH:11]1)[CH2:8][CH:7]([CH2:12][OH:13])[CH2:6]2)([F:15])[F:16]. The reactants are COC(CC1=C(C=CC=C1)N(S(=O)(=O)C1=CC(=C(C=C1)Cl)Cl)C)=O (2-(2-(3,4-Dichloro-N-methylphenylsulfonamido)phenyl)acetic acid methyl ester), CO.O1CCOCC1 (methanol dioxane), [OH-].[Na+] (NaOH). Reaction conditions: time 8 hour. The product is ClC=1C=C(C=CC1Cl)S(=O)(=O)N(C)C1=C(C=CC=C1)CC(=O)O (2-(2-(3,4-Dichloro-N-methylphenylsulfonamido)phenyl)-acetic acid). RXN SMILES: C[O:2][C:3](=[O:24])[CH2:4][C:5]1[CH:10]=[CH:9][CH:8]=[CH:7][C:6]=1[N:11]([CH3:23])[S:12]([C:15]1[CH:20]=[CH:19][C:18]([Cl:21])=[C:17]([Cl:22])[CH:16]=1)(=[O:14])=[O:13].CO.O1CCOCC1.[OH-].[Na+]>>[Cl:22][C:17]1[CH:16]=[C:15]([S:12]([N:11]([C:6]2[CH:7]=[CH:8][CH:9]=[CH:10][C:5]=2[CH2:4][C:3]([OH:24])=[O:2])[CH3:23])(=[O:13])=[O:14])[CH:20]=[CH:19][C:18]=1[Cl:21] |f:1.2,3.4|. Procedure: 2-(2-(3,4-Dichloro-N-methylphenylsulfonamido)phenyl)acetic acid methyl ester (13.7 g, 34.26 mmol) was dissolved in a mixture of methanol/dioxane/4 M NaOH (15/4/1) (266 ml, 52.92 mmol NaOH), and then further 4 M NaOH (39.7 ml, 158.76 mmol) was added. The resulting clear solution was stirred overnight at room temperature and then concentrated in vacuo. The residue was taken up in ethyl acetate and washed with 0.5 M KHSO4. The aqueous phase was then extracted several times with ethyl acetate. The c...